describe an organic reaction: reactants, conditions, products, and yield From a dataset of the Open Reaction Database (ORD), a public repository of structured organic reaction records. Reactants: Tris (dibenzylideneacetone)palladium (0), [Si](C)(C)(C(C)(C)C)OCC1CC(=NO1)C1=CC=C(C=C1)[Sn](C)(C)C (5-({[tert-Butyl(dimethyl)silyl]oxy}methyl)-3-[4-(trimethylstannyl)phenyl]-4,5-dihydroisoxazole), IC1=CC=C(C=C1)N1C(O[C@H](C1)CN1N=NC=C1)=O ((5R)-3-(4-iodophenyl)-5-(1H-1,2,3-triazol-1-ylmethyl)-1,3-oxazolidin-2-one), O1C(=CC=C1)P(C=1OC=CC1)C=1OC=CC1 (tri-2-furylphosphine). The solvent is O1CCOCC1 (1,4-dioxane). Reaction conditions: temperature 90 celsius. Yields the product [Si](C)(C)(C(C)(C)C)OCC1CC(=NO1)C1=CC=C(C=C1)C1=CC=C(C=C1)N1C(O[C@H](C1)CN1N=NC=C1)=O ((5R)-3-{4′-[5-({[tert-Butyl(dimethyl)silyl]oxy}methyl)4,5-dihydroisoxazol-3-yl]-1,1′-biphenyl-4-yl}-5-(1H-1,2,3-triazol-1-ylmethyl)-1,3-oxazolidin-2-one). Yield: 40.9%. RXN SMILES: [Si:1]([O:8][CH2:9][CH:10]1[O:14][N:13]=[C:12]([C:15]2[CH:20]=[CH:19][C:18]([Sn](C)(C)C)=[CH:17][CH:16]=2)[CH2:11]1)([C:4]([CH3:7])([CH3:6])[CH3:5])([CH3:3])[CH3:2].I[C:26]1[CH:31]=[CH:30][C:29]([N:32]2[CH2:36][C@H:35]([CH2:37][N:38]3[CH:42]=[CH:41][N:40]=[N:39]3)[O:34][C:33]2=[O:43])=[CH:28][CH:27]=1.O1C=CC=C1P(C1OC=CC=1)C1OC=CC=1>O1CCOCC1>[Si:1]([O:8][CH2:9][CH:10]1[O:14][N:13]=[C:12]([C:15]2[CH:20]=[CH:19][C:18]([C:26]3[CH:27]=[CH:28][C:29]([N:32]4[CH2:36][C@H:35]([CH2:37][N:38]5[CH:42]=[CH:41][N:40]=[N:39]5)[O:34][C:33]4=[O:43])=[CH:30][CH:31]=3)=[CH:17][CH:16]=2)[CH2:11]1)([C:4]([CH3:7])([CH3:6])[CH3:5])([CH3:3])[CH3:2]. Reported procedure: 5-({[tert-Butyl(dimethyl)silyl]oxy}methyl)-3-[4-(trimethylstannyl)phenyl]-4,5-dihydroisoxazole (0.5 g, 1.1 mmol), (5R)-3-(4-iodophenyl)-5-(1H-1,2,3-triazol-1-ylmethyl)-1,3-oxazolidin-2-one (0.49 g, 1.32 mmol), and tri-2-furylphosphine (0.051 g, 0.22 mmol) were dissolved in 1,4-dioxane (6 ml) and degassed three times. Tris (dibenzylideneacetone)palladium (0) (0.1 g, 0.11 mmol) was added and the solution was degassed three times. The solution was stirred and heated to 90° C. for 18 hours. The mixt... Reactants: FC(OC1=C(C#N)C=CC(=C1)CC=O)F (2-(difluoromethoxy)-4-(2-oxoethyl)benzonitrile), C(=O)(OC(C)(C)C)N1CCNCC1 (N-Boc Piperazine), [BH-](OC(=O)C)(OC(=O)C)OC(=O)C.[Na+] (NaBH(OAc)3). Run in C(Cl)Cl (DCM), C(Cl)Cl (DCM). The product is C(C)(C)(C)OC(=O)N1CCN(CC1)CCC1=CC(=C(C=C1)C#N)OC(F)F (tert-butyl-4-{2-[4-cyano-3-(difluoromethoxy)phenyl]ethyl}piperazine-1-carboxylate). Isolated yield 27.3%. Reaction SMILES: [F:1][CH:2]([F:15])[O:3][C:4]1[CH:11]=[C:10]([CH2:12][CH:13]=O)[CH:9]=[CH:8][C:5]=1[C:6]#[N:7].[C:16]([N:23]1[CH2:28][CH2:27][NH:26][CH2:25][CH2:24]1)([O:18][C:19]([CH3:22])([CH3:21])[CH3:20])=[O:17].[BH-](OC(C)=O)(OC(C)=O)OC(C)=O.[Na+]>C(Cl)Cl>[C:19]([O:18][C:16]([N:23]1[CH2:28][CH2:27][N:26]([CH2:13][CH2:12][C:10]2[CH:9]=[CH:8][C:5]([C:6]#[N:7])=[C:4]([O:3][CH:2]([F:15])[F:1])[CH:11]=2)[CH2:25][CH2:24]1)=[O:17])([CH3:22])([CH3:20])[CH3:21] |f:2.3|. Reported procedure: A solution of crude compound 2-(difluoromethoxy)-4-(2-oxoethyl)benzonitrile (100 mg, 0.48 mmol), N-Boc Piperazine (100 mg, 0.54 mmol) and NaBH(OAc)3 (0.4 g, 2 mmol) in 20 mL of anhydrous DCM was stirred at ambient temperature overnight. The reaction mixture was added 50 mL of DCM, washed with brine. The organic layer was dried over anhydrous sodium sulfate and concentrated. The residue was purified with prep-TLC to afford tert-butyl-4-{2-[4-cyano-3-(difluoromethoxy)phenyl]ethyl}piperazine-1-carb... The reactants are O=c1[nH]nc(Cl)c2cc(Br)ccc12, CCOC(C)=O, NCc1c(Cl)cccc1Oc1ccccc1, O=C(C=Cc1ccccc1)C=Cc1ccccc1, O=C(C=Cc1ccccc1)C=Cc1ccccc1, O=C(C=Cc1ccccc1)C=Cc1ccccc1, [Pd], [Pd]. Yields the product O=c1[nH]nc(Cl)c2cc(NCc3c(Cl)cccc3Oc3ccccc3)ccc12. As a reaction SMILES: [Br:1][c:2]1[cH:3][c:4]2[c:5]([Cl:13])[n:6][nH:7][c:8](=[O:12])[c:9]2[cH:10][cH:11]1.[CH3:30][CH2:31][O:32][C:33]([CH3:34])=[O:35].[Cl:14][c:15]1[c:16]([CH2:17][NH2:18])[c:19]([O:23][c:24]2[cH:25][cH:26][cH:27][cH:28][cH:29]2)[cH:20][cH:21][cH:22]1.[O:38]=[C:39]([CH:40]=[CH:41][c:42]1[cH:43][cH:44][cH:45][cH:46][cH:47]1)[CH:48]=[CH:49][c:50]1[cH:51][cH:52][cH:53][cH:54][cH:55]1.[O:56]=[C:57]([CH:58]=[CH:59][c:60]1[cH:61][cH:62][cH:63][cH:64][cH:65]1)[CH:66]=[CH:67][c:68]1[cH:69][cH:70][cH:71][cH:72][cH:73]1.[O:74]=[C:75]([CH:76]=[CH:77][c:78]1[cH:79][cH:80][cH:81][cH:82][cH:83]1)[CH:84]=[CH:85][c:86]1[cH:87][cH:88][cH:89][cH:90][cH:91]1.[Pd:36].[Pd:37]>>[c:2]1([NH:18][CH2:17][c:16]2[c:15]([Cl:14])[cH:22][cH:21][cH:20][c:19]2[O:23][c:24]2[cH:25][cH:26][cH:27][cH:28][cH:29]2)[cH:3][c:4]2[c:5]([Cl:13])[n:6][nH:7][c:8](=[O:12])[c:9]2[cH:10][cH:11]1. The reactants are [Ag+], C=C(C(=O)OC)c1ccccc1, C[Si](C)(C)CN(CC#N)Cc1ccccc1, CC#N, ClC(Cl)Cl, [F-]. Yields the product COC(=O)C1(c2ccccc2)CCN(Cc2ccccc2)C1. RXN SMILES: [Ag+:37].[C:17]([C:18](=[CH2:19])[c:20]1[cH:21][cH:22][cH:23][cH:24][cH:25]1)(=[O:26])[O:27][CH3:28].[CH2:1]([c:2]1[cH:3][cH:4][cH:5][cH:6][cH:7]1)[N:8]([CH2:9][Si:11]([CH3:12])([CH3:13])[CH3:16])[CH2:14][C:15]#[N:10].[CH3:29][C:30]#[N:31].[CH:32]([Cl:33])([Cl:34])[Cl:35].[F-:36]>>[CH2:1]([c:2]1[cH:3][cH:4][cH:5][cH:6][cH:7]1)[N:8]1[CH2:9][C:18]([C:17](=[O:26])[O:27][CH3:28])([c:20]2[cH:21][cH:22][cH:23][cH:24][cH:25]2)[CH2:15][CH2:14]1. Starting materials: FC(OC1=CC=C(C=C1)C1=COC2=C1C=C(C=C2)C2=NN=C(O2)S)(F)F (5-[3-[4-(trifluoromethoxy)phenyl]-1-benzofuran-5-yl]-1,3,4-oxadiazole-2-thiol), IC (iodomethane). Product: CSC=1OC(=NN1)C=1C=CC2=C(C(=CO2)C2=CC=C(C=C2)OC(F)(F)F)C1 (2-(methylthio)-5-[3-[4-(trifluoromethoxy)phenyl]-1-benzofuran-5-yl]-1,3,4-oxadiazole). Yield: 80.0%. Reaction SMILES: [F:1][C:2]([F:26])([F:25])[O:3][C:4]1[CH:9]=[CH:8][C:7]([C:10]2[C:14]3[CH:15]=[C:16]([C:19]4[O:23][C:22]([SH:24])=[N:21][N:20]=4)[CH:17]=[CH:18][C:13]=3[O:12][CH:11]=2)=[CH:6][CH:5]=1.I[CH3:28]>>[CH3:28][S:24][C:22]1[O:23][C:19]([C:16]2[CH:17]=[CH:18][C:13]3[O:12][CH:11]=[C:10]([C:7]4[CH:8]=[CH:9][C:4]([O:3][C:2]([F:25])([F:1])[F:26])=[CH:5][CH:6]=4)[C:14]=3[CH:15]=2)=[N:20][N:21]=1. Procedure: In the same manner as in Example 1 and using 5-[3-[4-(trifluoromethoxy)phenyl]-1-benzofuran-5-yl]-1,3,4-oxadiazole-2-thiol instead of 5-(benzothiazol-6-yl)-1,3,4-oxadiazole-2-thiol and using iodomethane instead of 3-(trifluoromethyl)benzyl chloride, the title compound (yield 80%) was obtained as colorless crystals. Reactants: Cl.C1(=CC=CC=C1)C1(C[C@@H]([C@@]([C@@H]2CNC[C@H]12)(O)C1=CC=CC=C1)O)C1=CC=CC=C1 ((3aS,4S,5S,7aS)-7,7-diphenyl-4-phenyl-perhydroisoindole-4,5-diol hydrochloride), COC1=C(C=CC=C1)[C@@H](C(=O)O)C ((S)-2-(2 -methoxyphenyl)-propionic acid). Yields the product C1(=CC=CC=C1)C1(C[C@@H]([C@@]([C@@H]2CN(C[C@H]12)C([C@@H](C)C1=C(C=CC=C1)OC)=O)(O)C1=CC=CC=C1)O)C1=CC=CC=C1 ((3aS, 4S, 5S, 7aS)-7,7-diphenyl-4-phenyl-2-[-2-(2-methoxyphenyl)-(S)-propionyl]-perhydroisoindole-4,5 diol). Isolated yield 80.1%. Reaction SMILES: Cl.[C:2]1([C:8]2([C:25]3[CH:30]=[CH:29][CH:28]=[CH:27][CH:26]=3)[C@@H:16]3[C@@H:12]([CH2:13][NH:14][CH2:15]3)[C@@:11]([C:18]3[CH:23]=[CH:22][CH:21]=[CH:20][CH:19]=3)([OH:17])[C@@H:10]([OH:24])[CH2:9]2)[CH:7]=[CH:6][CH:5]=[CH:4][CH:3]=1.[CH3:31][O:32][C:33]1[CH:38]=[CH:37][CH:36]=[CH:35][C:34]=1[C@H:39]([CH3:43])[C:40](O)=[O:41]>>[C:25]1([C:8]2([C:2]3[CH:7]=[CH:6][CH:5]=[CH:4][CH:3]=3)[C@@H:16]3[C@@H:12]([CH2:13][N:14]([C:40](=[O:41])[C@H:39]([C:34]4[CH:35]=[CH:36][CH:37]=[CH:38][C:33]=4[O:32][CH3:31])[CH3:43])[CH2:15]3)[C@@:11]([C:18]3[CH:23]=[CH:22][CH:21]=[CH:20][CH:19]=3)([OH:17])[C@@H:10]([OH:24])[CH2:9]2)[CH:30]=[CH:29][CH:28]=[CH:27][CH:26]=1 |f:0.1|. Procedure: By working in accordance with Example 1, starting from 0.5 g of (3aS,4S,5S,7aS)-7,7-diphenyl-4-phenyl-perhydroisoindole-4,5-diol hydrochloride and 0.25 g of (S)-2-(2 -methoxyphenyl)-propionic acid, 0.52 g of (3aS, 4S, 5S, 7aS)-7,7-diphenyl-4-phenyl-2-[-2-(2-methoxyphenyl)-(S)-propionyl]-perhydroisoindole-4,5 diol is obtained in the form of a white solid which melts with decomposition at 158° C.